From a dataset of the Open Reaction Database (ORD), a public repository of structured organic reaction records. describe an organic reaction: reactants, conditions, products, and yield Reactants: CC(C)(C)c1ccc([N+](=O)[O-])cc1N, [O-][Cl+2]([O-])O, Cl[Cu]Cl, O=N[O-], [Na+], O. Product: CC(C)(C)c1ccc([N+](=O)[O-])cc1Cl. RXN SMILES: [C:5]([CH3:6])([CH3:7])([CH3:8])[c:9]1[c:10]([NH2:11])[cH:12][c:13]([N+:16](=[O:17])[O-:18])[cH:14][cH:15]1.[Cl+2:1]([OH:2])([O-:3])[O-:4].[Cu:23]([Cl:24])[Cl:25].[N:19]([O-:20])=[O:21].[Na+:22].[OH2:26]>>[Cl:1][c:10]1[c:9]([C:5]([CH3:6])([CH3:7])[CH3:8])[cH:15][cH:14][c:13]([N+:16](=[O:17])[O-:18])[cH:12]1. Starting materials: COCOC1=CC=C(C=C1)C=1C=CC2=C(C=C(CCS2(=O)=O)C(=O)NC2=CC=C(C=C2)CN(C2CCOCC2)C)C1 (7-(4-methoxymethoxyphenyl)-N-[4-[[N-methyl-N-(tetrahydropyran-4-yl)amino]methyl]phenyl]-1,1-dioxo-2,3-dihydro-1-benzothiepine-4-carboxamide), S(O)(O)(=O)=O (sulfuric acid), C([O-])(O)=O.[Na+] (sodium bicarbonate). The solvent is C1CCOC1.CC(=O)C (THF acetone). Run at temperature 65 celsius, time 14 hour. The product is OC1=CC=C(C=C1)C=1C=CC2=C(C=C(CCS2(=O)=O)C(=O)NC2=CC=C(C=C2)CN(C2CCOCC2)C)C1 (7-(4-hydroxyphenyl)-N-[4-[[N-methyl-N-(tetrahydropyran-4-yl)amino]methyl]phenyl]-1,1-dioxo-2,3-dihydro-1-benzothiepine-4-carboxamide). Yield: 88.3%. RXN SMILES: COC[O:4][C:5]1[CH:10]=[CH:9][C:8]([C:11]2[CH:12]=[CH:13][C:14]3[S:20](=[O:22])(=[O:21])[CH2:19][CH2:18][C:17]([C:23]([NH:25][C:26]4[CH:31]=[CH:30][C:29]([CH2:32][N:33]([CH3:40])[CH:34]5[CH2:39][CH2:38][O:37][CH2:36][CH2:35]5)=[CH:28][CH:27]=4)=[O:24])=[CH:16][C:15]=3[CH:41]=2)=[CH:7][CH:6]=1.S(=O)(=O)(O)O.C(=O)(O)[O-].[Na+]>C1COCC1.CC(C)=O>[OH:4][C:5]1[CH:10]=[CH:9][C:8]([C:11]2[CH:12]=[CH:13][C:14]3[S:20](=[O:22])(=[O:21])[CH2:19][CH2:18][C:17]([C:23]([NH:25][C:26]4[CH:31]=[CH:30][C:29]([CH2:32][N:33]([CH3:40])[CH:34]5[CH2:39][CH2:38][O:37][CH2:36][CH2:35]5)=[CH:28][CH:27]=4)=[O:24])=[CH:16][C:15]=3[CH:41]=2)=[CH:7][CH:6]=1 |f:2.3,4.5|. Procedure details: In THF/acetone (1/1, 60 ml) was dissolved 7-(4-methoxymethoxyphenyl)-N-[4-[[N-methyl-N-(tetrahydropyran-4-yl)amino]methyl]phenyl]-1,1-dioxo-2,3-dihydro-1-benzothiepine-4-carboxamide (650 mg). To the mixture was added 1N sulfuric acid (4.4 ml), and the mixture was stirred at 65° C. for 14 hours, cooled to room temperature and neutralized with saturated sodium bicarbonate solution. Under reduced pressure, the solvent was evaporated, and the residue was added to water. The mixture was extracted wit... The reactants are CNC, CCCCCCCCCCCCCCCCC(=O)O. Yields the product CCCCCCCCCCCCCCCCCN(C)C. RXN SMILES: [CH3:1][NH:2][CH3:3].[CH3:4][CH2:5][CH2:6][CH2:7][CH2:8][CH2:9][CH2:10][CH2:11][CH2:12][CH2:13][CH2:14][CH2:15][CH2:16][CH2:17][CH2:18][CH2:19][C:20](=[O:21])[OH:22]>>[CH3:1][N:2]([CH3:3])[CH2:20][CH2:19][CH2:18][CH2:17][CH2:16][CH2:15][CH2:14][CH2:13][CH2:12][CH2:11][CH2:10][CH2:9][CH2:8][CH2:7][CH2:6][CH2:5][CH3:4]. Reactants: [BH4-], CO, [Na+], C=CC(NC(=O)OC(C)(C)C)C1CCC2(CC1)OCCO2. Yields the product CC(C)(C)OC(=O)NC(CO)C1CCC2(CC1)OCCO2. As a reaction SMILES: [BH4-:22].[CH3:24][OH:25].[Na+:23].[O:1]1[CH2:2][CH2:3][O:4][C:5]12[CH2:6][CH2:7][CH:8]([CH:11]([CH:12]=[CH2:13])[NH:14][C:15]([O:16][C:17]([CH3:18])([CH3:19])[CH3:20])=[O:21])[CH2:9][CH2:10]2>>[O:1]1[CH2:2][CH2:3][O:4][C:5]12[CH2:6][CH2:7][CH:8]([CH:11]([CH2:12][OH:25])[NH:14][C:15]([O:16][C:17]([CH3:18])([CH3:19])[CH3:20])=[O:21])[CH2:9][CH2:10]2. Reactants: N1=C(C=CC2=CC=CC=C12)COC=1C=C(CO)C=CC1 (3-(2-quinolinylmethyloxy)benzyl alcohol), S(=O)(Cl)Cl (thionyl chloride). Run in C(Cl)(Cl)Cl (CHCl3). Reaction conditions: time 4 hour. The product is N1=C(C=CC2=CC=CC=C12)COC=1C=C(CCl)C=CC1 (3-(2-quinolinylmethyloxy)benzyl chloride). Reaction SMILES: [N:1]1[C:10]2[C:5](=[CH:6][CH:7]=[CH:8][CH:9]=2)[CH:4]=[CH:3][C:2]=1[CH2:11][O:12][C:13]1[CH:14]=[C:15]([CH:18]=[CH:19][CH:20]=1)[CH2:16]O.S(Cl)([Cl:23])=O>C(Cl)(Cl)Cl>[N:1]1[C:10]2[C:5](=[CH:6][CH:7]=[CH:8][CH:9]=2)[CH:4]=[CH:3][C:2]=1[CH2:11][O:12][C:13]1[CH:14]=[C:15]([CH:18]=[CH:19][CH:20]=1)[CH2:16][Cl:23]. Procedure: To a stirred solution of 14.5 g of 3-(2-quinolinylmethyloxy)benzyl alcohol in 150 ml of CHCl3 is added dropwise 7.5 ml of thionyl chloride during 10 min. The reaction mixture is stirred for 4 hours at room temperature, and then washed with NaHCO3 solution. The organic solution is separated, dried, and evaporated to give 3-(2-quinolinylmethyloxy)benzyl chloride which is used without further purification in the next step. Starting materials: NC1=C(C=2C=CC=NC2C=C1)C(=O)NN (6-Aminoquinoline-5-carboxylic acid hydrazide), C([O-])(O)=O.[Na+] (sodium bicarbonate). Solvent: Cl (hydrochloric acid). The product is C1C(NC=2C1=C1C=CC=NC1=CC2)=O (1,3-dihydro-pyrrolo[3,2-f]quinoline-2-one). The yield is 45.0%. Reaction SMILES: [NH2:1][C:2]1[CH:11]=[CH:10][C:9]2[N:8]=[CH:7][CH:6]=[CH:5][C:4]=2[C:3]=1[C:12](NN)=O.[C:16](=O)(O)[O-:17].[Na+]>Cl>[CH2:12]1[C:3]2=[C:4]3[C:9](=[CH:10][CH:11]=[C:2]2[NH:1][C:16]1=[O:17])[N:8]=[CH:7][CH:6]=[CH:5]3 |f:1.2|. Procedure details: 6-Aminoquinoline-5-carboxylic acid hydrazide was dissolved in 10 mL of 2 M hydrochloric acid and heated briefly on a hot plate. The reaction was neutralized by gradual addition of solid sodium bicarbonate and filtered. The collected product was dried under vacuum at 55° C. to give 416 mg (45%) of 1,3-dihydro-pyrrolo[3,2-f]quinoline-2-one as a brown solid. Mass spectrum (negative ion chemical ionization): m/z=183 (60%). 1H NMR (DMSO-d6): δ3.80 (s, 2H), 7.35 (d, J=8.8 Hz, 1H), 7.44 (dd, J=8.4, 4.2...